This data is from the Open Reaction Database (ORD), a public repository of structured organic reaction records. The task is: describe an organic reaction: reactants, conditions, products, and yield Starting materials: O.C(CCC)OC1=C(C=CC=C1)C(=O)C=O (2-n-butoxyphenylglyoxal hydrate), CC(CC1=CC(=C(C=C1)OC)OC)(C)N (α,α-dimethyl-3,4-dimethoxyphenethylamine). Solvent: CS(=O)C (dimethylsulfoxide), CS(=O)C (dimethylsulfoxide), CS(=O)C (dimethylsulfoxide). Run at temperature 25 celsius, time 30 minute. Product: CC(CC1=CC(=C(C=C1)OC)OC)(C)N=C(C(=O)C1=CC=CC=C1)OCCCC (α-(α,α-dimethyl-3,4-dimethoxyphenethylimino)-2-n-butoxyacetophenone). RXN SMILES: O.C(O[C:7]1[CH:12]=[CH:11][CH:10]=[CH:9][C:8]=1[C:13]([CH:15]=[O:16])=[O:14])CCC.[CH3:17][C:18]([NH2:31])([CH3:30])[CH2:19][C:20]1[CH:25]=[CH:24][C:23]([O:26][CH3:27])=[C:22]([O:28][CH3:29])[CH:21]=1>CS(C)=O>[CH3:30][C:18]([N:31]=[C:15]([O:16][CH2:12][CH2:7][CH2:8][CH3:9])[C:13]([C:8]1[CH:7]=[CH:12][CH:11]=[CH:10][CH:9]=1)=[O:14])([CH3:17])[CH2:19][C:20]1[CH:25]=[CH:24][C:23]([O:26][CH3:27])=[C:22]([O:28][CH3:29])[CH:21]=1 |f:0.1|. Reported procedure: 2 g of 2-n-butoxyphenylglyoxal hydrate are dissolved in 2.5 ml of dimethylsulfoxide, and a solution of 1.83 g of α,α-dimethyl-3,4-dimethoxyphenethylamine in one ml of dimethylsulfoxide is added thereto. The mixture is stirred at 25° C. for 30 minutes, whereby a solution of α-(α,α-dimethyl-3,4-dimethoxyphenethylimino)-2-n-butoxyacetophenone in dimethylsulfoxide is obtained. Starting materials: Brc1cncnc1, O=C([O-])[O-], C1COCCO1, Cc1ccc([N+](=O)[O-])cc1N1CCc2nc(N)ncc2C1, [Cs+], [Cs+], CC1(C)c2cccc(P(c3ccccc3)c3ccccc3)c2Oc2c(P(c3ccccc3)c3ccccc3)cccc21. Yields the product Cc1ccc([N+](=O)[O-])cc1N1CCc2nc(Nc3cncnc3)ncc2C1. Reaction SMILES: [Br:43][c:44]1[cH:45][n:46][cH:47][n:48][cH:49]1.[C:71](=[O:72])([O-:73])[O-:74].[CH2:77]1[O:78][CH2:79][CH2:80][O:81][CH2:82]1.[CH3:50][c:51]1[c:52]([N:60]2[CH2:61][c:62]3[c:63]([n:64][c:65]([NH2:68])[n:66][cH:67]3)[CH2:69][CH2:70]2)[cH:53][c:54]([N+:57](=[O:58])[O-:59])[cH:55][cH:56]1.[Cs+:75].[Cs+:76].[c:1]1([P:2]([c:3]2[cH:4][cH:5][cH:6][cH:7][cH:8]2)[c:9]2[c:10]3[c:34]([cH:35][cH:36][cH:37]2)[C:31]([CH3:32])([CH3:33])[c:13]2[c:12]([c:17]([P:18]([c:19]4[cH:20][cH:21][cH:22][cH:23][cH:24]4)[c:25]4[cH:26][cH:27][cH:28][cH:29][cH:30]4)[cH:16][cH:15][cH:14]2)[O:11]3)[cH:38][cH:39][cH:40][cH:41][cH:42]1>>[c:44]1([NH:68][c:65]2[n:64][c:63]3[c:62]([cH:67][n:66]2)[CH2:61][N:60]([c:52]2[c:51]([CH3:50])[cH:56][cH:55][c:54]([N+:57](=[O:58])[O-:59])[cH:53]2)[CH2:70][CH2:69]3)[cH:45][n:46][cH:47][n:48][cH:49]1. The product is ClC1=CC=C2C(C(N(C2=C1)C1=CC=CC=C1)=O)=C1N(CCC1)C (6-Chloro-1-phenyl-3-(1-methyl-2-pyrrolidinylidene)-2(1H,3H)-indolone). Procedure: By the procedure of Example B1 a mixture of 1-(3-chlorophenyl)-2(1H,3H)-indolone and 6-chloro-1-phenyl-2(1H,3H)-indolone (1.36 g, 5.56 mmoles) and N-methyl-2-pyrrolidone (0.9 ml, 9.34 mmoles) were converted to a crude mixture of title products, as an oil. The isomers were separated, purified and isolated as solid products by silica gel chromatography, using the same eluant. The 3-chlorophenyl isomer was the faster moving, yield 0.72 g, m.p. 134°-137°. Reactants: ClC=1C=C(C=CC1)N1C(CC2=CC=CC=C12)=O (1-(3-chlorophenyl)-2(1H,3H)-indolone), ClC1=CC=C2CC(N(C2=C1)C1=CC=CC=C1)=O (6-chloro-1-phenyl-2(1H,3H)-indolone), CN1C(CCC1)=O (N-methyl-2-pyrrolidone), 3-chlorophenyl. RXN SMILES: ClC1C=[C:4]([N:8]2[C:16]3[C:11](=CC=CC=3)[CH2:10][C:9]2=O)C=CC=1.[Cl:18][C:19]1[CH:27]=[C:26]2[C:22]([CH2:23][C:24](=[O:34])[N:25]2[C:28]2[CH:33]=[CH:32][CH:31]=[CH:30][CH:29]=2)=[CH:21][CH:20]=1.CN1CCCC1=O>>[Cl:18][C:19]1[CH:27]=[C:26]2[C:22]([C:23](=[C:9]3[CH2:10][CH2:11][CH2:16][N:8]3[CH3:4])[C:24](=[O:34])[N:25]2[C:28]2[CH:33]=[CH:32][CH:31]=[CH:30][CH:29]=2)=[CH:21][CH:20]=1. Starting materials: [Si](C)(C)(C(C)(C)C)OC=1C=C(CN2C(N(C(C2(C)C)=O)C=2C=NN(C2)CC=2C(=NOC2C)C)=O)C=CC1 (1-(3-(tert-butyldimethylsilyloxy)benzyl)-3-(1-((3,5-dimethylisoxazol-4-yl)methyl)-1H-pyrazol-4-yl)-5,5-dimethylimidazolidine-2,4-dione), Cl (HCl). The solvent is CO (methanol). Run at temperature 50 celsius, time 16 hour. Yields the product CC1=NOC(=C1CN1N=CC(=C1)N1C(N(C(C1=O)(C)C)CC1=CC(=CC=C1)O)=O)C (3-(1-((3,5-dimethylisoxazol-4-yl)methyl)-1H-pyrazol-4-yl)-1-(3-hydroxybenzyl)-5,5-dimethylimidazolidine-2,4-dione). Isolated yield 96.1%. Reaction SMILES: [Si]([O:8][C:9]1[CH:10]=[C:11]([CH:35]=[CH:36][CH:37]=1)[CH2:12][N:13]1[C:17]([CH3:19])([CH3:18])[C:16](=[O:20])[N:15]([C:21]2[CH:22]=[N:23][N:24]([CH2:26][C:27]3[C:28]([CH3:33])=[N:29][O:30][C:31]=3[CH3:32])[CH:25]=2)[C:14]1=[O:34])(C(C)(C)C)(C)C.Cl>CO>[CH3:33][C:28]1[C:27]([CH2:26][N:24]2[CH:25]=[C:21]([N:15]3[C:16](=[O:20])[C:17]([CH3:19])([CH3:18])[N:13]([CH2:12][C:11]4[CH:35]=[CH:36][CH:37]=[C:9]([OH:8])[CH:10]=4)[C:14]3=[O:34])[CH:22]=[N:23]2)=[C:31]([CH3:32])[O:30][N:29]=1. Procedure details: 1-(3-(tert-butyldimethylsilyloxy)benzyl)-3-(1-((3,5-dimethylisoxazol-4-yl)methyl)-1H-pyrazol-4-yl)-5,5-dimethylimidazolidine-2,4-dione (Example 12-1a) (2.00 g, 3.82 mmol) was dissolved in methanol (200 mL) and treated with HCl (2.0 M solution in diethyl ether, 10 equivalents). The solution was stirred for 16 hours at 50° C. then allowed to cool down to room temperature and the solvent was removed under reduced pressure. The residue was dissolved in ethanol and recrystallized at 4° C. to give 3-(... Reactants: ClC=1C2=C(N=C(N1)N1CCOCC1)N(CC2)C=2C=NC=CC2 (4-chloro-2-morpholin-4-yl-7-pyridin-3-yl-6,7-dihydro-5H-pyrrolo[2,3-d]pyrimidine), OCC1=CC=C(C=C1)B(O)O (4-(hydroxymethyl)phenylboronic acid), B(O)O (boronic acid). The product is N1(CCOCC1)C=1N=C(C2=C(N1)N(CC2)C=2C=NC=CC2)C2=CC=C(C=C2)CO ([4-(2-Morpholin-4-yl-7-pyridin-3-yl-6,7-dihydro-5H-pyrrolo[2,3-d]pyrimidin-4-yl)-phenyl]-methanol). RXN SMILES: Cl[C:2]1[C:3]2[CH2:16][CH2:15][N:14]([C:17]3[CH:18]=[N:19][CH:20]=[CH:21][CH:22]=3)[C:4]=2[N:5]=[C:6]([N:8]2[CH2:13][CH2:12][O:11][CH2:10][CH2:9]2)[N:7]=1.[OH:23][CH2:24][C:25]1[CH:30]=[CH:29][C:28](B(O)O)=[CH:27][CH:26]=1.B(O)O>>[N:8]1([C:6]2[N:7]=[C:2]([C:28]3[CH:29]=[CH:30][C:25]([CH2:24][OH:23])=[CH:26][CH:27]=3)[C:3]3[CH2:16][CH2:15][N:14]([C:17]4[CH:18]=[N:19][CH:20]=[CH:21][CH:22]=4)[C:4]=3[N:5]=2)[CH2:13][CH2:12][O:11][CH2:10][CH2:9]1. Procedure details: In the same manner as Example 1-B-10, using 4-chloro-2-morpholin-4-yl-7-pyridin-3-yl-6,7-dihydro-5H-pyrrolo[2,3-d]pyrimidine, and 4-(hydroxymethyl)phenylboronic acid as a boronic acid, the desired compound was obtained. The reactants are CCCc1c(OCCCBr)ccc2c(C(F)(F)F)noc12, CCOC(C)=O, O=C1NCCN1, CN(C)C=O. Yields the product CCCc1c(OCCCN2CCNC2=O)ccc2c(C(F)(F)F)noc12. As a reaction SMILES: [CH2:6]([CH2:7][CH3:8])[c:9]1[c:10]([O:22][CH2:23][CH2:24][CH2:25][Br:26])[cH:11][cH:12][c:13]2[c:14]([C:18]([F:19])([F:20])[F:21])[n:15][o:16][c:17]12.[CH3:33][CH2:34][O:35][C:36](=[O:37])[CH3:38].[NH:27]1[C:28](=[O:32])[NH:29][CH2:30][CH2:31]1.[O:1]=[CH:2][N:3]([CH3:4])[CH3:5]>>[CH2:6]([CH2:7][CH3:8])[c:9]1[c:10]([O:22][CH2:23][CH2:24][CH2:25][N:27]2[C:28](=[O:32])[NH:29][CH2:30][CH2:31]2)[cH:11][cH:12][c:13]2[c:14]([C:18]([F:19])([F:20])[F:21])[n:15][o:16][c:17]12.